Dataset: the Open Reaction Database (ORD), a public repository of structured organic reaction records. Task: describe an organic reaction: reactants, conditions, products, and yield Reactants: ClC1=C(C=CC=C1)C(C1=C(C=CC(=C1)Cl)N(CC(=O)OC)S(=O)(=O)C1=CC(=C(C=C1)OC)OC)=O (2',5-Dichloro-2-[N-(3,4-dimethoxyphenylsulfonyl)-N-(methoxycarbonylmethyl)amino]benzophenone), C1CCC2=NCCCN2CC1 (DBU). Solvent: C(Cl)Cl (DCM), C(Cl)Cl (DCM). Reaction conditions: time 8 hour. Yields the product ClC=1C=C2C(C(N(C2=CC1)S(=O)(=O)C1=CC(=C(C=C1)OC)OC)C(=O)OC)(O)C1=C(C=CC=C1)Cl (Methyl 5-chloro-3-(2-chlorophenyl)-1-(3,4-dimethoxyphenylsulfonyl)-3-hydroxyindoline-2-carboxylate). As a reaction SMILES: [Cl:1][C:2]1[CH:7]=[CH:6][CH:5]=[CH:4][C:3]=1[C:8](=[O:35])[C:9]1[CH:14]=[C:13]([Cl:15])[CH:12]=[CH:11][C:10]=1[N:16]([S:22]([C:25]1[CH:30]=[CH:29][C:28]([O:31][CH3:32])=[C:27]([O:33][CH3:34])[CH:26]=1)(=[O:24])=[O:23])[CH2:17][C:18]([O:20][CH3:21])=[O:19].C1CCN2C(=NCCC2)CC1>C(Cl)Cl>[Cl:15][C:13]1[CH:14]=[C:9]2[C:10](=[CH:11][CH:12]=1)[N:16]([S:22]([C:25]1[CH:30]=[CH:29][C:28]([O:31][CH3:32])=[C:27]([O:33][CH3:34])[CH:26]=1)(=[O:23])=[O:24])[CH:17]([C:18]([O:20][CH3:21])=[O:19])[C:8]2([C:3]1[CH:4]=[CH:5][CH:6]=[CH:7][C:2]=1[Cl:1])[OH:35]. Procedure: 1.3 g of the compound obtained in step B are dissolved at 0° C. in 13 ml of DCM in the presence of 180 mg of DBU. After stirring overnight, the reaction medium is poured directly on to a silica column prepared in DCM and the mixture of compounds resulting from cyclization is thus separated by elution with DCM. Chromatography is then carried out on alumina using a DCM/isopropyl ether mixture (70/30, v/v) as the eluent. The cis isomer is thus isolated. Starting materials: Cl (hydrochloric acid), BrC1=CC(=CC(=C1)Cl)Cl (1-bromo-3,5-dichlorobenzene), C(C)(C)OB(OC(C)C)OC(C)C (triisopropoxyborane), C(CCC)[Li] (n-butyllithium). Run in O1CCCC1 (tetrahydrofuran), CCCCCC (hexane). Run at temperature -78 celsius, time 1 hour. Product: ClC=1C=C(C=C(C1)Cl)B(O)O (3,5-dichlorophenyl-dihydroxyborane). As a reaction SMILES: Br[C:2]1[CH:7]=[C:6]([Cl:8])[CH:5]=[C:4]([Cl:9])[CH:3]=1.C([O:13][B:14](OC(C)C)[O:15]C(C)C)(C)C.C([Li])CCC.Cl>O1CCCC1.CCCCCC>[Cl:9][C:4]1[CH:3]=[C:2]([B:14]([OH:15])[OH:13])[CH:7]=[C:6]([Cl:8])[CH:5]=1. Reported procedure: To a cold (-78° C.) solution of 1-bromo-3,5-dichlorobenzene (14 g) and triisopropoxyborane (20.8 ml) in tetrahydrofuran (140 ml) was added dropwise n-butyllithium in hexane (1.66 M, 52.3 ml). The mixture was stirred at -78° C. for one hour and warmed to room temperature over two hours. The reaction mixture was poured onto 2M hydrochloric acid solution (120 ml) and stirred for 10 minutes. The product was extracted with ether (200 ml) 3 times, and the organic layers were combined, washed with brin... Starting materials: CCN(C(C)C)C(C)C, O=C(O)c1ncc(Cl)cc1NS(=O)(=O)c1ccc(Cl)c(C(F)(F)F)c1, CNc1cccc(F)c1. The product is CN(C(=O)c1ncc(Cl)cc1NS(=O)(=O)c1ccc(Cl)c(C(F)(F)F)c1)c1cccc(F)c1. As a reaction SMILES: [CH:35]([N:36]([CH2:37][CH3:38])[CH:39]([CH3:40])[CH3:41])([CH3:42])[CH3:43].[Cl:1][c:2]1[cH:3][c:4]([NH:11][S:12](=[O:13])(=[O:14])[c:15]2[cH:16][c:17]([C:22]([F:23])([F:24])[F:25])[c:18]([Cl:21])[cH:19][cH:20]2)[c:5]([C:8](=[O:9])[OH:10])[n:6][cH:7]1.[F:26][c:27]1[cH:28][c:29]([NH:33][CH3:34])[cH:30][cH:31][cH:32]1>>[Cl:1][c:2]1[cH:3][c:4]([NH:11][S:12](=[O:13])(=[O:14])[c:15]2[cH:16][c:17]([C:22]([F:23])([F:24])[F:25])[c:18]([Cl:21])[cH:19][cH:20]2)[c:5]([C:8](=[O:9])[N:33]([c:29]2[cH:28][c:27]([F:26])[cH:32][cH:31][cH:30]2)[CH3:34])[n:6][cH:7]1. Reactants: C(C)(CC)C1=C(C(=CC=C1)C(C)CC)O (2,6-di-sec-butylphenol), C(C)(CC)C1=C(C(=CC=C1)C(C)CC)O (2,6-di-sec-butylphenol), CCC=C (butene-1), Cl (hydrochloric acid). Reaction conditions: temperature 275 celsius, time 2 hour. Yields the product C(C)(CC)C1=C(C=CC=C1)O (o-sec-butylphenol). As a reaction SMILES: [CH:1]([C:5]1[CH:10]=[CH:9][CH:8]=[C:7](C(CC)C)[C:6]=1[OH:15])([CH2:3][CH3:4])[CH3:2].CCC=C.Cl>>[CH:1]([C:5]1[CH:10]=[CH:9][CH:8]=[CH:7][C:6]=1[OH:15])([CH2:3][CH3:4])[CH3:2]. Procedure: In the reaction vessel of Example 1 place 190 parts of phenol and 2.4 parts of granular aluminum. Flush with nitrogen and heat to 180°C. to form aluminum phenoxide. Cool and vent. Add 206 parts of 2,6-di-sec-butylphenol and again seal the vessel. Heat to 275°C. and stir at this temperature for 2 hours. Then pressurized with butene-1 to 1000 psig and stir the reaction mixture under these conditions for an additional 4 hours. Cool and discharge the reaction mixture into a dilute aqueous hydrochlor... Reactants: C1=CC=CC=2CN(CC3=C(C21)C=CC=C3)C#N (5,7-dihydro-6H-dibenz[c,e]azepine-6-carbonitrile), C(CCCCCCCCCCC)[S-].[Na+] (sodium dodecanethiolate). Run in C(CCCCCCCCCCC)S (1-dodecanethiol). Product: C1=CC=CC=2CN(CC3=C(C21)C=CC=C3)C(=N)SCCCCCCCCCCCC (dodecyl 5,7-dihydro-6H-dibenz[c,e]azepine-6-thiocarboximidate). As a reaction SMILES: [CH:1]1[C:11]2[C:10]3[CH:12]=[CH:13][CH:14]=[CH:15][C:9]=3[CH2:8][N:7]([C:16]#[N:17])[CH2:6][C:5]=2[CH:4]=[CH:3][CH:2]=1.[CH2:18]([S-:30])[CH2:19][CH2:20][CH2:21][CH2:22][CH2:23][CH2:24][CH2:25][CH2:26][CH2:27][CH2:28][CH3:29].[Na+]>C(S)CCCCCCCCCCC>[CH:1]1[C:11]2[C:10]3[CH:12]=[CH:13][CH:14]=[CH:15][C:9]=3[CH2:8][N:7]([C:16]([S:30][CH2:18][CH2:19][CH2:20][CH2:21][CH2:22][CH2:23][CH2:24][CH2:25][CH2:26][CH2:27][CH2:28][CH3:29])=[NH:17])[CH2:6][C:5]=2[CH:4]=[CH:3][CH:2]=1 |f:1.2|. Procedure details: starting from 5,7-dihydro-6H-dibenz[c,e]azepine-6-carbonitrile and sodium dodecanethiolate in 1-dodecanethiol there is obtained dodecyl 5,7-dihydro-6H-dibenz[c,e]azepine-6-thiocarboximidate, which is purified by flash chromatography on silica gel using n-hexane/ethyl acetate (1:1) as the eluent; 1H-NMR(CDCl3): 0.88 (t, CH3), 1.2-2.0 (20H), 2.5 (t, SCH2), 4.43 (s, 4H), 7.3-7.7 (8H); Starting materials: COC1=CC=C(CNCCNC(=O)C=2SC=CC2NC2=C3C(=NC=C2)NC=C3)C=C1 (3-(1H-Pyrrolo[2,3-b]pyridin-4-ylamino)-thiophene-2-carboxylic acid [2-(4-methoxy-benzylamino)-ethyl]amide), CC=1C=C(C=O)C=CC1 (3-methylbenzaldehyde). Product: CC=1C=C(CNCCNC(=O)C=2SC=CC2NC2=C3C(=NC=C2)NC=C3)C=CC1 (3-(1H-Pyrrolo[2,3-b]pyridin-4-ylamino)-thiophene-2-carboxylic acid [2-(3-methyl-benzylamino)-ethyl]-amide). Reaction SMILES: CO[C:3]1[CH:30]=[CH:29][C:6]([CH2:7][NH:8][CH2:9][CH2:10][NH:11][C:12]([C:14]2[S:15][CH:16]=[CH:17][C:18]=2[NH:19][C:20]2[CH:25]=[CH:24][N:23]=[C:22]3[NH:26][CH:27]=[CH:28][C:21]=23)=[O:13])=[CH:5][CH:4]=1.[CH3:31]C1C=C(C=CC=1)C=O>>[CH3:31][C:4]1[CH:5]=[C:6]([CH:29]=[CH:30][CH:3]=1)[CH2:7][NH:8][CH2:9][CH2:10][NH:11][C:12]([C:14]1[S:15][CH:16]=[CH:17][C:18]=1[NH:19][C:20]1[CH:25]=[CH:24][N:23]=[C:22]2[NH:26][CH:27]=[CH:28][C:21]=12)=[O:13]. Procedure details: This compound was prepared in an analogous manner as 3-(1H-Pyrrolo[2,3-b]pyridin-4-ylamino)-thiophene-2-carboxylic acid [2-(4-methoxy-benzylamino)-ethyl]amide using 3-methylbenzaldehyde instead of 4-methoxy benzaldehyde. LCMS (ESI) 406 (M+H) 1H NMR (400 MHz, DMSO-d6) δ ppm 11.49 (1H, br. s.) 10.26 (1H, s) 7.96-8.06 (1H, m) 7.75 (1H, d, J=5.47 Hz) 7.44 (1H, d, J=5.27 Hz) 7.25-7.32 (1H, m) 6.93-7.17 (2H, m) 6.78 (1H, d, J=5.47 Hz) 6.41 (1H, dd, J=3.51, 1.76 Hz) 3.61 (2H, s) 3.31-3.36 (2H, m) 2.60 ... Reactants: [Al+3], [H-], [H-], [H-], [H-], [Li+], COc1ccc(N)c(C(=O)O)c1, [Na+], C1CCOC1, [OH-], O. Product: COc1ccc(N)c(CO)c1. Reaction SMILES: [Al+3:14].[H-:13].[H-:16].[H-:17].[H-:18].[Li+:15].[NH2:1][c:2]1[c:3]([C:4](=[O:5])[OH:6])[cH:7][c:8]([O:11][CH3:12])[cH:9][cH:10]1.[Na+:21].[O:22]1[CH2:23][CH2:24][CH2:25][CH2:26]1.[OH-:20].[OH2:19]>>[NH2:1][c:2]1[c:3]([CH2:4][OH:5])[cH:7][c:8]([O:11][CH3:12])[cH:9][cH:10]1.